Dataset: the Open Reaction Database (ORD), a public repository of structured organic reaction records. Task: describe an organic reaction: reactants, conditions, products, and yield Run in C(C)#N (acetonitrile), C(C)#N (acetonitrile). Run at time 2 hour. Reaction SMILES: [NH2:1][C:2]1[CH:11]=[CH:10][CH:9]=[C:8]2[C:3]=1[CH:4]=[CH:5][CH:6]=[C:7]2[OH:12].N1C=CC=CC=1.[O:19]1[CH2:24][CH2:23][N:22]([S:25](Cl)(=[O:27])=[O:26])[CH2:21][CH2:20]1>C(#N)C>[O:19]1[CH2:24][CH2:23][N:22]([S:25]([NH:1][C:2]2[CH:11]=[CH:10][CH:9]=[C:8]3[C:3]=2[CH:4]=[CH:5][CH:6]=[C:7]3[OH:12])(=[O:27])=[O:26])[CH2:21][CH2:20]1. Procedure details: To a solution of 4.8 g. of 5-amino-1-naphthol in 210 ml. of acetonitrile were added 2.5 ml. of pyridine and a mixture of 75 ml. of acetonitrile and 5.6 g. of morpholinosulfonyl chloride was added dropwise thereto under stirring and ice-cooling. Stirring was continued at room temperature for 2 hours and reaction was conducted at 40° C. for 1 hour. The mixture was concentrated and the residue was added to about 150 ml. of water containing 3 ml. of conc. hydrochloric acid. The precipitate thus sepa... Product: O1CCN(CC1)S(=O)(=O)NC1=C2C=CC=C(C2=CC=C1)O (5-Morpholinosulfonamido-1-naphthol). Starting materials: NC1=C2C=CC=C(C2=CC=C1)O (5-amino-1-naphthol), N1=CC=CC=C1 (pyridine), O1CCN(CC1)S(=O)(=O)Cl (morpholinosulfonyl chloride). Reaction SMILES: [C:1]([O-:2])(=[O:5])[CH2:6][C:3](=[O:4])[O-:7].[CH3:48][CH2:49][O:50][C:51]([CH3:52])=[O:53].[CH3:54][C:55](=[O:56])[CH3:57].[Cl:43][CH2:44][CH2:45][Cl:46].[N-:13]=[N+:14]=[N-:15].[NH2:24][c:25]1[cH:26][c:27]([N+:40](=[O:41])[O-:42])[c:28]([CH:31]([C:32](=[O:33])[O:34][CH3:35])[C:36](=[O:37])[O:38][CH3:39])[cH:29][cH:30]1.[Na+:12].[O:58]=[CH:59][N:60]([CH3:61])[CH3:62].[OH2:47].[OH:16][CH2:17][c:18]1[cH:19][cH:20][cH:21][cH:22][cH:23]1.[S:8]([Cl:9])([Cl:10])=[O:11]>>[C:3](=[O:4])([O:16][CH2:17][c:18]1[cH:19][cH:20][cH:21][cH:22][cH:23]1)[NH:24][c:25]1[cH:26][c:27]([N+:40](=[O:41])[O-:42])[c:28]([CH:31]([C:32](=[O:33])[O:34][CH3:35])[C:36](=[O:37])[O:38][CH3:39])[cH:29][cH:30]1. Product: COC(=O)C(C(=O)OC)c1ccc(NC(=O)OCc2ccccc2)cc1[N+](=O)[O-]. Starting materials: O=C([O-])CC(=O)[O-], CCOC(C)=O, CC(C)=O, ClCCCl, [N-]=[N+]=[N-], COC(=O)C(C(=O)OC)c1ccc(N)cc1[N+](=O)[O-], [Na+], CN(C)C=O, O, OCc1ccccc1, O=S(Cl)Cl. The reactants are CS(=O)(=O)O[C@H](C(O)(C1=CC=CC=C1)C1=CC=CC=C1)C ((S)-2-methanesulfonyloxy-1,1-diphenyl-1-propanol), CCCCCC (hexane), C(C)[Al](CC)CC (triethylaluminum). The reagents and catalysts are P(=O)([O-])([O-])[O-] (phosphate). Run in C(Cl)Cl (CH2Cl2), C(C)(=O)OCC (ethyl acetate). Reaction conditions: time 30 minute. Yields the product C1(=CC=CC=C1)C(C(C)C1=CC=CC=C1)=O (1,2-diphenyl-1-propanone). Yield: 96.0%. RXN SMILES: CS([O:5][C@@H:6](C)[C:7]([C:15]1C=CC=CC=1)([C:9]1[CH:14]=[CH:13][CH:12]=[CH:11][CH:10]=1)O)(=O)=O.[CH3:22][CH2:23][CH2:24][CH2:25][CH2:26][CH3:27].C([Al](CC)CC)C>C(Cl)Cl.P([O-])([O-])([O-])=O.C(OCC)(=O)C>[C:24]1([C:6](=[O:5])[CH:7]([C:9]2[CH:14]=[CH:13][CH:12]=[CH:11][CH:10]=2)[CH3:15])[CH:23]=[CH:22][CH:27]=[CH:26][CH:25]=1. Procedure details: To (S)-2-methanesulfonyloxy-1,1-diphenyl-1-propanol (153 mg, 0.5 mmol) present in 5 ml of CH2Cl2 in Referential example 3 was added a hexane solution of triethylaluminum (0.6 mmol, 0.7 ml) slowly at -78° C. The color of the solution changed to yellow. After stirred further for 30 minutes, the reaction was stopped with three drops of phosphate buffer solution having a pH value of 7. The suspension obtained was diluted with ethyl acetate, dried over anhydrous Na2SO4, filtered and concentrated. Oil... The reactants are O=C([O-])[O-], CC1(C)OB(C2=CC(=O)CCC2)OC1(C)C, CCOC(C)=O, O=[N+]([O-])c1cnccc1Cl, [Na+], [Na+], C1COCCO1, c1ccc(P(c2ccccc2)(c2ccccc2)[Pd](P(c2ccccc2)(c2ccccc2)c2ccccc2)(P(c2ccccc2)(c2ccccc2)c2ccccc2)P(c2ccccc2)(c2ccccc2)c2ccccc2)cc1. The product is O=C1C=C(c2ccncc2[N+](=O)[O-])CCC1. Reaction SMILES: [C:33](=[O:34])([O-:35])[O-:36].[CH3:1][C:2]1([CH3:3])[C:4]([CH3:5])([CH3:6])[O:7][B:8]([C:9]2=[CH:10][C:11](=[O:15])[CH2:12][CH2:13][CH2:14]2)[O:16]1.[CH3:39][CH2:40][O:41][C:42]([CH3:43])=[O:44].[Cl:17][c:18]1[c:19]([N+:24](=[O:25])[O-:26])[cH:20][n:21][cH:22][cH:23]1.[Na+:37].[Na+:38].[O:27]1[CH2:28][CH2:29][O:30][CH2:31][CH2:32]1.[cH:45]1[cH:46][cH:47][c:48]([P:49]([Pd:50]([P:51]([c:52]2[cH:53][cH:54][cH:55][cH:56][cH:57]2)([c:58]2[cH:59][cH:60][cH:61][cH:62][cH:63]2)[c:64]2[cH:65][cH:66][cH:67][cH:68][cH:69]2)([P:70]([c:71]2[cH:72][cH:73][cH:74][cH:75][cH:76]2)([c:77]2[cH:78][cH:79][cH:80][cH:81][cH:82]2)[c:83]2[cH:84][cH:85][cH:86][cH:87][cH:88]2)[P:89]([c:90]2[cH:91][cH:92][cH:93][cH:94][cH:95]2)([c:96]2[cH:97][cH:98][cH:99][cH:100][cH:101]2)[c:102]2[cH:103][cH:104][cH:105][cH:106][cH:107]2)([c:108]2[cH:109][cH:110][cH:111][cH:112][cH:113]2)[c:114]2[cH:115][cH:116][cH:117][cH:118][cH:119]2)[cH:120][cH:121]1>>[C:9]1([c:18]2[c:19]([N+:24](=[O:25])[O-:26])[cH:20][n:21][cH:22][cH:23]2)=[CH:10][C:11](=[O:15])[CH2:12][CH2:13][CH2:14]1. Reactants: CC(C)O, Fc1ccc2c(C3CCNCC3)noc2c1, COc1cc(C=O)ccc1OCC1CO1. Yields the product COc1cc(C=O)ccc1OCC(O)CN1CCC(c2noc3cc(F)ccc23)CC1. As a reaction SMILES: [CH:32]([OH:33])([CH3:34])[CH3:35].[F:16][c:17]1[cH:18][c:19]2[c:20]([c:21]([CH:24]3[CH2:25][CH2:26][NH:27][CH2:28][CH2:29]3)[n:22][o:23]2)[cH:30][cH:31]1.[O:1]1[CH:2]([CH2:3][O:4][c:5]2[c:6]([O:13][CH3:14])[cH:7][c:8]([CH:11]=[O:12])[cH:9][cH:10]2)[CH2:15]1>>[OH:1][CH:2]([CH2:3][O:4][c:5]1[c:6]([O:13][CH3:14])[cH:7][c:8]([CH:11]=[O:12])[cH:9][cH:10]1)[CH2:15][N:27]1[CH2:26][CH2:25][CH:24]([c:21]2[c:20]3[c:19]([cH:18][c:17]([F:16])[cH:31][cH:30]3)[o:23][n:22]2)[CH2:29][CH2:28]1.